Dataset: the Open Reaction Database (ORD), a public repository of structured organic reaction records. Task: describe an organic reaction: reactants, conditions, products, and yield Reactants: [N+](=O)([O-])C1=CC=C(C=C1)CCN (4-nitrophenylethylamine), C([C@H](O)C1=CC=CC=C1)(=O)O ((R)-mandelic acid), C([O-])([O-])=O.[K+].[K+] (potassium carbonate), OC1=CC=CC=2NN=NC21 (hydroxybenztriazole), Cl.CN(CCCN=C=NCC)C (1-(3-dimethylaminopropyl)-3-ethylcarbodiimide monohydrochloride), Cl.CN(CCCN=C=NCC)C (EDC). Solvent: O (water), CN(C=O)C (N,N-dimethylformamide). Run at time 2 hour. The product is O[C@@H](C(=O)NCCC1=CC=C(C=C1)[N+](=O)[O-])C1=CC=CC=C1 ((R)-2-hydroxy-N-[2-(4-nitrophenyl)ethyl]-2-phenylacetamide). Yield: 87.8%. RXN SMILES: [N+:1]([C:4]1[CH:9]=[CH:8][C:7]([CH2:10][CH2:11][NH2:12])=[CH:6][CH:5]=1)([O-:3])=[O:2].[C:13](O)(=[O:22])[C@@H:14]([C:16]1[CH:21]=[CH:20][CH:19]=[CH:18][CH:17]=1)[OH:15].C(=O)([O-])[O-].[K+].[K+].OC1C2N=NNC=2C=CC=1.Cl.CN(C)CCCN=C=NCC>O.CN(C)C=O>[OH:15][C@H:14]([C:16]1[CH:21]=[CH:20][CH:19]=[CH:18][CH:17]=1)[C:13]([NH:12][CH2:11][CH2:10][C:7]1[CH:6]=[CH:5][C:4]([N+:1]([O-:3])=[O:2])=[CH:9][CH:8]=1)=[O:22] |f:2.3.4,6.7|. Procedure details: To a mixture of 9.77 g of 4-nitrophenylethylamine 1/2 sulfate, 6.00 g of (R)-mandelic acid, 4.70 g of potassium carbonate and 60 mL of N,N-dimethylformamide, 6.14 g of hydroxybenztriazole and 8.70 g of 1-(3-dimethylaminopropyl)-3-ethylcarbodiimide monohydrochloride (EDC) were added, and the mixture was stirred at around room temperature for 2 hours. 0.87 g of EDC was further added, and the mixture was stirred at around room temperature overnight. The reaction solution was diluted with water and ... The reactants are C(C=C)N1C(NC(C(=C1OC1=CC(=CC(=C1)C)C)CC)=O)=O (1-Allyl-5-ethyl-6-(3,5-dimethylphenoxy)-2,4-pyrimidinedione), ClC1=CC=CC=C1C(=O)OO (chloro perbenzoic acid). Run in ClCCl (dichloromethane). Yields the product O1C(CN2C(NC(C(=C2OC2=CC(=CC(=C2)C)C)CC)=O)=O)C1 (1-(2,3-Epoxypropyl)-5-ethyl-6-(3,5-dimethylphenoxy)-2,4-pyrimidinedione). The yield is 34.6%. As a reaction SMILES: [CH2:1]([N:4]1[C:9]([O:10][C:11]2[CH:16]=[C:15]([CH3:17])[CH:14]=[C:13]([CH3:18])[CH:12]=2)=[C:8]([CH2:19][CH3:20])[C:7](=[O:21])[NH:6][C:5]1=[O:22])[CH:2]=[CH2:3].ClC1C(C(OO)=[O:31])=CC=CC=1>ClCCl>[O:31]1[CH2:3][CH:2]1[CH2:1][N:4]1[C:9]([O:10][C:11]2[CH:12]=[C:13]([CH3:18])[CH:14]=[C:15]([CH3:17])[CH:16]=2)=[C:8]([CH2:19][CH3:20])[C:7](=[O:21])[NH:6][C:5]1=[O:22]. Procedure details: 1-Allyl-5-ethyl-6-(3,5-dimethylphenoxy)-2,4-pyrimidinedione 157 mg, 0.52 mmol) was dissolved in dichloromethane (10 ml), and thereto chloro perbenzoic acid (385 mg, 1.56 mmol) was added. The resulting solution was refluxed for 24 hours, washed with a saturated solution of sodium bicarbonate, distilled under the reduced pressure to remove the used solvent and purified with column chromatography to obtain the titled compound as white solid (57 mg, yield: 35.0%). Starting materials: CCCCP(CCCC)CCCC, COC(=O)CCNC(=O)c1ccc(O)cc1, Cc1ccccc1, CCCCC(O)c1ccc(-c2ccc(C(F)(F)F)cn2)cc1, O=C(N=NC(=O)N1CCCCC1)N1CCCCC1. The product is CCCCC(Oc1ccc(C(=O)NCCC(=O)OC)cc1)c1ccc(-c2ccc(C(F)(F)F)cn2)cc1. As a reaction SMILES: [CH2:39]([P:40]([CH2:41][CH2:42][CH2:43][CH3:44])[CH2:45][CH2:46][CH2:47][CH3:48])[CH2:49][CH2:50][CH3:51].[CH3:1][O:2][C:3]([CH2:4][CH2:5][NH:6][C:7]([c:8]1[cH:9][cH:10][c:11]([OH:14])[cH:12][cH:13]1)=[O:15])=[O:16].[CH3:70][c:71]1[cH:72][cH:73][cH:74][cH:75][cH:76]1.[F:17][C:18]([c:19]1[cH:20][cH:21][c:22](-[c:25]2[cH:26][cH:27][c:28]([CH:31]([CH2:32][CH2:33][CH2:34][CH3:35])[OH:36])[cH:29][cH:30]2)[n:23][cH:24]1)([F:37])[F:38].[N:52]([C:53]([N:54]1[CH2:55][CH2:56][CH2:57][CH2:58][CH2:59]1)=[O:60])=[N:61][C:62]([N:63]1[CH2:64][CH2:65][CH2:66][CH2:67][CH2:68]1)=[O:69]>>[CH3:1][O:2][C:3]([CH2:4][CH2:5][NH:6][C:7]([c:8]1[cH:9][cH:10][c:11]([O:14][CH:31]([c:28]2[cH:27][cH:26][c:25](-[c:22]3[cH:21][cH:20][c:19]([C:18]([F:17])([F:37])[F:38])[cH:24][n:23]3)[cH:30][cH:29]2)[CH2:32][CH2:33][CH2:34][CH3:35])[cH:12][cH:13]1)=[O:15])=[O:16]. Solvent: O (water), C(C)O (ethanol). Reaction SMILES: [CH:1]([C:3]1[C:21]([OH:22])=[CH:20][CH:19]=[CH:18][C:4]=1[O:5][CH2:6][C:7]1[CH:17]=[CH:16][C:10]([C:11]([O:13]CC)=[O:12])=[CH:9][CH:8]=1)=[O:2].[OH-].[Na+]>C(O)C.O>[CH:1]([C:3]1[C:21]([OH:22])=[CH:20][CH:19]=[CH:18][C:4]=1[O:5][CH2:6][C:7]1[CH:17]=[CH:16][C:10]([C:11]([OH:13])=[O:12])=[CH:9][CH:8]=1)=[O:2] |f:1.2|. Product: C(=O)C1=C(OCC2=CC=C(C(=O)O)C=C2)C=CC=C1O (4-(2-formyl-3-hydroxyphenoxymethyl) benzoic acid). Procedure details: Ethyl 4-(2-formyl-3-hydroxyphenoxymethyl)benzoate (0.6 g. 0.002 M) was suspended in 95% ethanol (5 ml) and 1 N sodium hydroxide solution (5 ml) and stirred at room temperature (2.5 hr). The yellow solution was diluted with water, extracted with ethyl acetate, and acidified with concentrated hydrochloric acid. The precipitated solid was filtered off, washed well with water, and recrystallised from 95% ethanol to give 4-(2-formyl-3-hydroxyphenoxymethyl) benzoic acid, m.p. 239°-240° C. (Found: C. 6... Reactants: C(=O)C1=C(OCC2=CC=C(C(=O)OCC)C=C2)C=CC=C1O (Ethyl 4-(2-formyl-3-hydroxyphenoxymethyl)benzoate), [OH-].[Na+] (sodium hydroxide). The reactants are O=C[C@H](O)[C@@H](O)[C@H](O)[C@H](O)CO (glucose), ClCl (chlorine), ketoses, ketose sugars, Cl (hydrochloric acid), aldose sugars. Solvent: CCOCC (ether). The product is C1=C(OC(=C1)C=O)CO (5-HMF), O=C[C@H](O)[C@@H](O)[C@H](O)[C@H](O)CO (glucose), aldose sugar. RXN SMILES: Cl.ClCl.[O:4]=[CH:5][C@@H:6]([C@H:8]([C@@H:10]([C@@H:12]([CH2:14][OH:15])[OH:13])[OH:11])[OH:9])[OH:7]>CCOCC>[CH:10]1[CH:8]=[C:6]([CH:5]=[O:4])[O:13][C:12]=1[CH2:14][OH:15].[O:4]=[CH:5][C@@H:6]([C@H:8]([C@@H:10]([C@@H:12]([CH2:14][OH:15])[OH:13])[OH:11])[OH:9])[OH:7]. Reported procedure: Only the most inert ether solvents have the least reactivity to give the ring opened chlorinated byproducts. Even traces of chlorinated compounds are highly undesired in fuels. Besides wreaking havoc on the catalyst and equipment in a typical distillation refinery, the hydrochloric acid byproduct from combustion of chlorine containing fuels would be corrosive to the internal combustion engines as well as to the environment. The ketose sugars (fructose and sorbose) are known to be cyclo-dehydrate...